From a dataset of the Open Reaction Database (ORD), a public repository of structured organic reaction records. describe an organic reaction: reactants, conditions, products, and yield Starting materials: Example 1, CC1=C(C=CC(=C1)C=1OC(=NN1)C)C1=CC=C(C=C1)C(=O)O (2'-methyl-4'-(5-methyl-1,3,4-oxadiazol-2-yl)biphenyl-4-carboxylic acid), CN1CCC2(CC1)COC1=CC=3CCCNC3C=C12 (2,3,5,6,7,8-hexahydro-1'-methylspiro[furo[2,3-g]quinoline-3,4'-piperidine]), oxalate salt. The product is CN1CCC2(CC1)COC1=CC=3CCCN(C3C=C12)C(=O)C1=CC=C(C=C1)C1=C(C=C(C=C1)C=1OC(=NN1)C)C (2,3,5,6,7,8-Hexahydro-1'-methyl-5-(2'-methyl-4'-(5-methyl-1,3,4-oxadiazol-2-yl)biphenyl-4-carbonyl)spiro[furo[2,3-g]quinoline-3,4'-piperidine]), hydrochloride salt. RXN SMILES: [CH3:1][C:2]1[CH:7]=[C:6]([C:8]2[O:9][C:10]([CH3:13])=[N:11][N:12]=2)[CH:5]=[CH:4][C:3]=1[C:14]1[CH:19]=[CH:18][C:17]([C:20](O)=[O:21])=[CH:16][CH:15]=1.[CH3:23][N:24]1[CH2:29][CH2:28][C:27]2([C:41]3[C:32](=[CH:33][C:34]4[CH2:35][CH2:36][CH2:37][NH:38][C:39]=4[CH:40]=3)[O:31][CH2:30]2)[CH2:26][CH2:25]1>>[CH3:23][N:24]1[CH2:29][CH2:28][C:27]2([C:41]3[C:32](=[CH:33][C:34]4[CH2:35][CH2:36][CH2:37][N:38]([C:20]([C:17]5[CH:16]=[CH:15][C:14]([C:3]6[CH:4]=[CH:5][C:6]([C:8]7[O:9][C:10]([CH3:13])=[N:11][N:12]=7)=[CH:7][C:2]=6[CH3:1])=[CH:19][CH:18]=5)=[O:21])[C:39]=4[CH:40]=3)[O:31][CH2:30]2)[CH2:26][CH2:25]1. Reported procedure: The title compound was prepared from 2'-methyl-4'-(5-methyl-1,3,4-oxadiazol-2-yl)biphenyl-4-carboxylic acid (D11) and 2,3,5,6,7,8-hexahydro-1'-methylspiro[furo[2,3-g]quinoline-3,4'-piperidine] (D10) using a similar procedure to Example 1 as a white solid (62%). This was converted to its oxalate salt which was obtained as a white solid (mp 187-188° C.) and hydrochloride salt (mp 176-180° C.). Reactants: ClC=1C=C(C=CC1)F (3-chlorofluorobenzene), [H-].[Na+] (sodium hydride), [H-].[Na+] (sodium hydride), C(C(=O)O)(=O)O.CN1C[C@H]([C@@H](CC1)OC1=CC=C(C=C1)C(F)(F)F)C1=CC=CC=C1 (Trans-1-methyl-3-phenyl-4-(4-trifluoromethylphenoxy)piperidine oxalate), [Na+].[Cl-] (NaCl), [Na+].[Cl-] (NaCl). Run in CN(C)C=O (DMF), CN(C)C=O (DMF), CCOCC (ether). Conditions: time 18 hour. Product: Cl.ClC=1C=C(O[C@H]2[C@@H](CN(CC2)C)C2=CC=CC=C2)C=CC1 (trans-4-(3-chlorophenoxy)-1-methyl-3-phenylpiperidine hydrochloride). Reaction SMILES: [H-].[Na+].C(O)(=O)C(O)=O.[CH3:9][N:10]1[CH2:15][CH2:14][C@@H:13]([O:16][C:17]2[CH:22]=[CH:21][C:20](C(F)(F)F)=[CH:19][CH:18]=2)[C@H:12]([C:27]2[CH:32]=[CH:31][CH:30]=[CH:29][CH:28]=2)[CH2:11]1.[Cl:33]C1C=C(F)C=CC=1.[Na+].[Cl-:42]>CN(C=O)C.CCOCC>[ClH:33].[Cl:42][C:19]1[CH:18]=[C:17]([CH:22]=[CH:21][CH:20]=1)[O:16][C@@H:13]1[CH2:14][CH2:15][N:10]([CH3:9])[CH2:11][C@H:12]1[C:27]1[CH:28]=[CH:29][CH:30]=[CH:31][CH:32]=1 |f:0.1,2.3,5.6,9.10|. Procedure: A mixture of 1.9 g of sodium hydride, 12.07 g of 1-methyl-3-phenyl-4-piperidinol (mixture of isomers of Example 1) and 70 ml. of dry DMF is heated at approximately 100° C. for 1 hour, under nitrogen, then cooled to room temperature. A solution of 16.45 g of 3-chlorofluorobenzene in 40 ml of DMF is added all at once, and the mixture is stirred for 18 hours at room temperature, then heated slowly so that after 4 hours the pot temperature is 68° C. After stirring for about 48 hours at room temperat... Starting materials: BrC1=C(C(=CC(=C1C)[N+](=O)[O-])C)O (2-bromo-3,6-dimethyl-4-nitrophenol). Run in C(C)(=O)OCC (ethyl acetate). Reaction conditions: time 1.5 hour. The product is NC1=C(C(=C(C(=C1)C)O)Br)C (4-amino-2-bromo-3,6-dimethylphenol). As a reaction SMILES: [Br:1][C:2]1[C:7]([CH3:8])=[C:6]([N+:9]([O-])=O)[CH:5]=[C:4]([CH3:12])[C:3]=1[OH:13]>C(OCC)(=O)C>[NH2:9][C:6]1[CH:5]=[C:4]([CH3:12])[C:3]([OH:13])=[C:2]([Br:1])[C:7]=1[CH3:8]. Procedure: Into a Parr bottle was charged 2-bromo-3,6-dimethyl-4-nitrophenol (13.6 grams, 55.3 mmol) prepared in Part A and ethyl acetate (50 milliliters). The reaction vessel was purged with nitrogen and 5% platinum on carbon (1.36 grams) was added immediately following the purge. Hydrogenation was carried out on a rocking Parr hydrogenator for 1.5 hours at 40-50 psi hydrogen and room temperature. The reaction mixture was filtered through celite and concentrated under reduced pressure to give 4-amino-2-br... The reactants are [Al+3], COC(=O)CCc1cn(C)c2ccccc12, CCOCC, [H-], [H-], [H-], [H-], [Li+]. Product: Cn1cc(CCCO)c2ccccc21. RXN SMILES: [Al+3:18].[CH3:1][n:2]1[cH:3][c:4]([CH2:11][CH2:12][C:13](=[O:14])[O:15][CH3:16])[c:5]2[cH:6][cH:7][cH:8][cH:9][c:10]12.[CH3:23][CH2:24][O:25][CH2:26][CH3:27].[H-:17].[H-:20].[H-:21].[H-:22].[Li+:19]>>[CH3:1][n:2]1[cH:3][c:4]([CH2:11][CH2:12][CH2:13][OH:14])[c:5]2[cH:6][cH:7][cH:8][cH:9][c:10]12. Procedure details: The product was prepared analogously to Example 48.1c from 130 mg (0.60 mmol) of 2-ethynyl-3-fluoro-5-(4-methylcyclohex-1-enyl)pyridine and 207 mg (0.60 mmol) of 1-[2-(4-iodophenoxy)ethyl]-4-methylpiperidine (Example 19.1 a) (24 at RT, triethylamine as base). Yield: 15 mg (6% of theoretical); C28H33FN2O (M=432.573); calc.: molpeak (M+H)+:433; found: molpeak (M+H)+:433; HPLC-MS: 5.60 minutes (method H). Starting materials: C(#C)C1=NC=C(C=C1F)C1=CCC(CC1)C (2-ethynyl-3-fluoro-5-(4-methylcyclohex-1-enyl)pyridine), IC1=CC=C(OCCN2CCC(CC2)C)C=C1 (1-[2-(4-iodophenoxy)ethyl]-4-methylpiperidine). Solvent: C(C)N(CC)CC (triethylamine). RXN SMILES: [C:1]([C:3]1[C:8]([F:9])=[CH:7][C:6]([C:10]2[CH2:15][CH2:14][CH:13]([CH3:16])[CH2:12][CH:11]=2)=[CH:5][N:4]=1)#[CH:2].I[C:18]1[CH:33]=[CH:32][C:21]([O:22][CH2:23][CH2:24][N:25]2[CH2:30][CH2:29][CH:28]([CH3:31])[CH2:27][CH2:26]2)=[CH:20][CH:19]=1>C(N(CC)CC)C>[F:9][C:8]1[C:3]([C:1]#[C:2][C:18]2[CH:19]=[CH:20][C:21]([O:22][CH2:23][CH2:24][N:25]3[CH2:26][CH2:27][CH:28]([CH3:31])[CH2:29][CH2:30]3)=[CH:32][CH:33]=2)=[N:4][CH:5]=[C:6]([C:10]2[CH2:15][CH2:14][CH:13]([CH3:16])[CH2:12][CH:11]=2)[CH:7]=1. Yields the product FC=1C(=NC=C(C1)C1=CCC(CC1)C)C#CC1=CC=C(C=C1)OCCN1CCC(CC1)C (3-fluoro-5-(4-methylcyclohex-1-enyl)-2-{4-[2-(4-methylpiperidin-1-yl)ethoxy]phenylethynyl}pyridine).